This data is from the Open Reaction Database (ORD), a public repository of structured organic reaction records. The task is: describe an organic reaction: reactants, conditions, products, and yield The reactants are C1(CCCCC1)NC1=C(C=C(C=O)C=C1)[N+](=O)[O-] (4-cyclohexylamino-3-nitrobenzaldehyde), N1CCCCC1 (piperidine), C(C)(=O)O[BH-](OC(C)=O)OC(C)=O.[Na+] (sodium triacetoxyborohydride), C(C)(=O)O (acetic acid). Run in ClC(C)Cl (dichloroethane). Run at temperature 60 celsius, time 1 hour. The product is C1(CCCCC1)NC1=C(C=C(C=C1)CN1CCCCC1)[N+](=O)[O-] (N-cyclohexyl-2-nitro-4-(1-piperidinylmethyl) aniline). As a reaction SMILES: [CH:1]1([NH:7][C:8]2[CH:15]=[CH:14][C:11]([CH:12]=O)=[CH:10][C:9]=2[N+:16]([O-:18])=[O:17])[CH2:6][CH2:5][CH2:4][CH2:3][CH2:2]1.[NH:19]1[CH2:24][CH2:23][CH2:22][CH2:21][CH2:20]1.C(O)(=O)C.C(O[BH-](OC(=O)C)OC(=O)C)(=O)C.[Na+]>ClC(Cl)C>[CH:1]1([NH:7][C:8]2[CH:15]=[CH:14][C:11]([CH2:12][N:19]3[CH2:24][CH2:23][CH2:22][CH2:21][CH2:20]3)=[CH:10][C:9]=2[N+:16]([O-:18])=[O:17])[CH2:6][CH2:5][CH2:4][CH2:3][CH2:2]1 |f:3.4|. Procedure details: To a solution of 4-cyclohexylamino-3-nitrobenzaldehyde (10.3 g, 41.3 mmol) in dichloroethane (50 mL) was added piperidine (4.10 g, 48.2 mmol) followed by acetic acid (0.20 mL, cat.). The reaction mixture was heated to 60° C. and stirred for 1 hr, then cooled to room temperature and sodium triacetoxyborohydride (10.5 g, 49.5 mmol) was added in a single portion. After stirring for 18 hr at room temperature, the reaction was quenched by the addition of sodium bicarbonate (sat., aq., 100 mL), and th... Starting materials: C1=CC(=CC(=C1)Cl)C(=O)OO (MCPBA), C(C)(C)NN1C(=NC=2C=NC=3C=CC=CC3C21)C (N-isopropyl(2-methyl-1H-imidazo[4,5-c]quinolin-1-yl)amine), C(=O)([O-])[O-].[Na+].[Na+] (Na2CO3). Solvent: ClCCCl (1,2-dichloroethane). Reaction conditions: time 3 hour. Yields the product C(C)(C)NN1C(=NC=2C=[N+](C=3C=CC=CC3C21)[O-])C (N-isopropyl(2-methyl-5-oxido-1H-imidazo[4,5-c]quinolin-1-yl)amine). Yield: 99.3%. RXN SMILES: [CH:1]([NH:4][N:5]1[C:17]2[C:16]3[CH:15]=[CH:14][CH:13]=[CH:12][C:11]=3[N:10]=[CH:9][C:8]=2[N:7]=[C:6]1[CH3:18])([CH3:3])[CH3:2].C1C=C(Cl)C=C(C(OO)=[O:27])C=1.C([O-])([O-])=O.[Na+].[Na+]>ClCCCl>[CH:1]([NH:4][N:5]1[C:17]2[C:16]3[CH:15]=[CH:14][CH:13]=[CH:12][C:11]=3[N+:10]([O-:27])=[CH:9][C:8]=2[N:7]=[C:6]1[CH3:18])([CH3:3])[CH3:2] |f:2.3.4|. Procedure: A solution of N-isopropyl(2-methyl-1H-imidazo[4,5-c]quinolin-1-yl)amine (1.84 g, 7.66 mmol) dissolved in 50 mL of 1,2-dichloroethane was treated with MCPBA (77% max., 2.36 g, 9.58 mmol). After stirring for 3 h, the reaction mixture was treated with 2% Na2CO3 solution and extracted into CH2Cl2. The organic portion was washed with saturated 2% Na2CO3 solution, H2O and brine. The organic portion was dried over Na2SO4, filtered and concentrated to give N-isopropyl(2-methyl-5-oxido-1H-imidazo[4,5-c]q... Starting materials: Nc1cc2ccccc2n(CC(=O)O)c1=O, O=S(=O)(Cl)c1ccccc1, c1ccncc1. The product is O=C(O)Cn1c(=O)c(NS(=O)(=O)c2ccccc2)cc2ccccc21. Reaction SMILES: [NH2:1][c:2]1[c:3](=[O:16])[n:4]([CH2:12][C:13](=[O:14])[OH:15])[c:5]2[cH:6][cH:7][cH:8][cH:9][c:10]2[cH:11]1.[c:17]1([S:23](=[O:24])(=[O:25])[Cl:26])[cH:18][cH:19][cH:20][cH:21][cH:22]1.[cH:27]1[cH:28][cH:29][n:30][cH:31][cH:32]1>>[NH:1]([c:2]1[c:3](=[O:16])[n:4]([CH2:12][C:13](=[O:14])[OH:15])[c:5]2[cH:6][cH:7][cH:8][cH:9][c:10]2[cH:11]1)[S:23]([c:17]1[cH:18][cH:19][cH:20][cH:21][cH:22]1)(=[O:24])=[O:25]. Starting materials: C, COc1c([N+](=O)[O-])ccc2c1CCCC(=O)N2C, CCO, NN, O, [Pd]. Product: COc1c(N)ccc2c1CCCC(=O)N2C. RXN SMILES: [C:22].[CH3:1][O:2][c:3]1[c:4]([N+:16]([O-:17])=[O:18])[cH:5][cH:6][c:7]2[c:13]1[CH2:12][CH2:11][CH2:10][C:9](=[O:14])[N:8]2[CH3:15].[CH3:24][CH2:25][OH:26].[NH2:20][NH2:21].[OH2:19].[Pd:23]>>[CH3:1][O:2][c:3]1[c:4]([NH2:16])[cH:5][cH:6][c:7]2[c:13]1[CH2:12][CH2:11][CH2:10][C:9](=[O:14])[N:8]2[CH3:15]. Reactants: NC1=NC=C(N=C1N1C[C@@H](N(CC1)C(=O)OC(C)(C)C)CC1=CC=CC=C1)C=1C=C2C(=NNC2=CC1)C (2-amino-3-[(S)-4-Boc-3-benzylpiperazinyl]-5-(3-methyl-1H-indazol-5-yl)pyrazine), solution, Cl (HCl). Solvent: ClCCl (dichloromethane), O1CCOCC1 (dioxane). Conditions: time 1 hour. Product: NC1=NC=C(N=C1N1C[C@@H](NCC1)CC1=CC=CC=C1)C=1C=C2C(=NNC2=CC1)C (2-amino-3-[(S)-3-benzylpiperazinyl]-5-(3-methyl-1H-indazol-5-yl)pyrazine). Isolated yield 75.0%. As a reaction SMILES: [NH2:1][C:2]1[C:7]([N:8]2[CH2:13][CH2:12][N:11](C(OC(C)(C)C)=O)[C@@H:10]([CH2:21][C:22]3[CH:27]=[CH:26][CH:25]=[CH:24][CH:23]=3)[CH2:9]2)=[N:6][C:5]([C:28]2[CH:29]=[C:30]3[C:34](=[CH:35][CH:36]=2)[NH:33][N:32]=[C:31]3[CH3:37])=[CH:4][N:3]=1.Cl>ClCCl.O1CCOCC1>[NH2:1][C:2]1[C:7]([N:8]2[CH2:13][CH2:12][NH:11][C@@H:10]([CH2:21][C:22]3[CH:23]=[CH:24][CH:25]=[CH:26][CH:27]=3)[CH2:9]2)=[N:6][C:5]([C:28]2[CH:29]=[C:30]3[C:34](=[CH:35][CH:36]=2)[NH:33][N:32]=[C:31]3[CH3:37])=[CH:4][N:3]=1. Procedure details: To a solution of 2-amino-3-[(S)-4-Boc-3-benzylpiperazinyl]-5-(3-methyl-1H-indazol-5-yl)pyrazine 109 (20 mg, 0.04 mmol) in dichloromethane (2 mL) was added a 4 M solution of HCl in dioxane (2 mL). The reaction mixture was stirred at room temperature for 1 hour. The organic solvent was evaporated under reduced pressure. The crude product was purified by RP-HPLC to yield the desired 2-amino-3-[(S)-3-benzylpiperazinyl]-5-(3-methyl-1H-indazol-5-yl)pyrazine 110 (12 mg, 0.03 mmol).